This data is from the Open Reaction Database (ORD), a public repository of structured organic reaction records. The task is: describe an organic reaction: reactants, conditions, products, and yield Starting materials: C=CCN, CS(=O)(=O)Cl, CCOC(C)=O, CCN(C(C)C)C(C)C, ClCCl, OCCc1occc1CO. Yields the product C=CCN1CCc2occc2C1. Reaction SMILES: [CH2:25]([CH:26]=[CH2:27])[NH2:28].[CH3:20][S:21](=[O:22])(=[O:23])[Cl:24].[CH3:32][CH2:33][O:34][C:35](=[O:36])[CH3:37].[CH:11]([N:12]([CH2:13][CH3:14])[CH:15]([CH3:16])[CH3:17])([CH3:18])[CH3:19].[Cl:29][CH2:30][Cl:31].[OH:1][CH2:2][c:3]1[c:4]([CH2:8][CH2:9][OH:10])[o:5][cH:6][cH:7]1>>[CH2:2]1[c:3]2[c:4]([o:5][cH:6][cH:7]2)[CH2:8][CH2:9][N:28]1[CH2:25][CH:26]=[CH2:27]. Reactants: [Li]CCCC, COc1cc(C)c(C=O)c(OC)c1OC, CCOCC, Cc1ccccc1, CC(C)NC(C)C, FC(F)(F)c1cc(Cl)c(Cl)nc1Cl, O. Yields the product COc1cc(C)c(C(O)c2c(Cl)c(Cl)nc(Cl)c2C(F)(F)F)c(OC)c1OC. As a reaction SMILES: [CH2:1]([Li:2])[CH2:3][CH2:4][CH3:5].[CH3:26][O:27][c:28]1[c:29]([CH:30]=[O:31])[c:32]([CH3:40])[cH:33][c:34]([O:38][CH3:39])[c:35]1[O:36][CH3:37].[CH3:41][CH2:42][O:43][CH2:44][CH3:45].[CH3:46][c:47]1[cH:48][cH:49][cH:50][cH:51][cH:52]1.[CH:6]([NH:7][CH:8]([CH3:9])[CH3:10])([CH3:11])[CH3:12].[Cl:13][c:14]1[n:15][c:16]([Cl:25])[c:17]([C:21]([F:22])([F:23])[F:24])[cH:18][c:19]1[Cl:20].[OH2:53]>>[Cl:13][c:14]1[n:15][c:16]([Cl:25])[c:17]([C:21]([F:22])([F:23])[F:24])[c:18]([CH:30]([c:29]2[c:28]([O:27][CH3:26])[c:35]([O:36][CH3:37])[c:34]([O:38][CH3:39])[cH:33][c:32]2[CH3:40])[OH:31])[c:19]1[Cl:20]. Starting materials: ClC1=C(N)C=CC(=C1)SCC#N (2-chloro-4-cyanomethylthioaniline), C1(=CC=C(C=C1)S(=O)(=O)O)C.C(CN)N (ethylenediamine p-toluenesulfonate), ClC1=C(C=CC=C1)Cl (1,2-dichlorobenzene), ClC1=C(C=CC=C1)Cl (1,2-dichlorobenzene), O (Water). Run in C(Cl)Cl (methylene chloride). Yields the product C1(=CC=C(C=C1)S(=O)(=O)O)C.NC1=C(C=C(C=C1)SCC=1NCCN1)Cl (2-(((4-amino-3-chlorophenyl)-thio)methyl)-2-imidazoline p-toluenesulfonate), viscous residue. RXN SMILES: [Cl:1][C:2]1[CH:8]=[C:7]([S:9][CH2:10][C:11]#[N:12])[CH:6]=[CH:5][C:3]=1[NH2:4].[C:13]1([CH3:23])[CH:18]=[CH:17][C:16]([S:19]([OH:22])(=[O:21])=[O:20])=[CH:15][CH:14]=1.[CH2:24](N)[CH2:25][NH2:26].ClC1C=CC=CC=1Cl.O>C(Cl)Cl>[C:13]1([CH3:23])[CH:14]=[CH:15][C:16]([S:19]([OH:22])(=[O:20])=[O:21])=[CH:17][CH:18]=1.[NH2:4][C:3]1[CH:5]=[CH:6][C:7]([S:9][CH2:10][C:11]2[NH:26][CH2:25][CH2:24][N:12]=2)=[CH:8][C:2]=1[Cl:1] |f:1.2,6.7|. Reported procedure: The compound, 2-(((4-amino-3-chlorophenyl)-thio)methyl)-2-imidazoline p-toluenesulfonate was prepared by refluxing a mixture of 2-chloro-4-cyanomethylthioaniline (10 g), ethylenediamine p-toluenesulfonate (12 g) and 1,2-dichlorobenzene (150 ml). The reaction mixture was cooled and most of the 1,2-dichlorobenzene decanted off, leaving a viscous residue. Water and methylene chloride were added to the viscous residue and the mixture basified. The methylene chloride layer was separated and approxima... The reactants are FC=1C=C(C=CC1)NCC(=O)O (3-fluorophenylglycine), [BH4-].[Na+] (sodium borohydride), II (iodine). Product: FC=1C=C(C=CC1)NCCO (3-fluoro-Phenylglycinol). As a reaction SMILES: [F:1][C:2]1[CH:3]=[C:4]([NH:8][CH2:9][C:10](O)=[O:11])[CH:5]=[CH:6][CH:7]=1.[BH4-].[Na+].II>>[F:1][C:2]1[CH:3]=[C:4]([NH:8][CH2:9][CH2:10][OH:11])[CH:5]=[CH:6][CH:7]=1 |f:1.2|. Procedure details: Similar procedure as described in example 31a) was used, starting from 3-fluorophenylglycine, sodium borohydride and iodine to give 3-fluoro-Phenylglycinol. LC-MS m/e 156 (MH+). The reactants are O=C1C=CCC1, O=C([O-])[O-], [Na+], [Na+], O, OB(O)c1ccccc1. Product: O=C1CCC(c2ccccc2)C1. RXN SMILES: [C:10]1(=[O:15])[CH:11]=[CH:12][CH2:13][CH2:14]1.[C:16](=[O:17])([O-:18])[O-:19].[Na+:20].[Na+:21].[OH2:22].[OH:1][B:2]([OH:3])[c:4]1[cH:5][cH:6][cH:7][cH:8][cH:9]1>>[c:4]1([CH:12]2[CH2:11][C:10](=[O:15])[CH2:14][CH2:13]2)[cH:5][cH:6][cH:7][cH:8][cH:9]1. Reactants: COc1ccccc1CC(=O)N1C(=O)OC(c2ccccc2)C1C, CI, CC(=O)O, CCOC(C)=O, CC(C)OC(C)C, C1CCOC1. Product: COc1ccccc1C(C)C(=O)N1C(=O)OC(c2ccccc2)C1C. As a reaction SMILES: [CH3:1][CH:2]1[N:3]([C:14]([CH2:15][c:16]2[c:17]([O:22][CH3:23])[cH:18][cH:19][cH:20][cH:21]2)=[O:24])[C:4](=[O:13])[O:5][CH:6]1[c:7]1[cH:8][cH:9][cH:10][cH:11][cH:12]1.[CH3:25][I:26].[CH3:27][C:28](=[O:29])[OH:30].[CH3:36][CH2:37][O:38][C:39](=[O:40])[CH3:41].[CH:42]([O:43][CH:44]([CH3:45])[CH3:46])([CH3:47])[CH3:48].[O:31]1[CH2:32][CH2:33][CH2:34][CH2:35]1>>[CH3:1][CH:2]1[N:3]([C:14]([CH:15]([c:16]2[c:17]([O:22][CH3:23])[cH:18][cH:19][cH:20][cH:21]2)[CH3:27])=[O:24])[C:4](=[O:13])[O:5][CH:6]1[c:7]1[cH:8][cH:9][cH:10][cH:11][cH:12]1. Starting materials: BrC=1SC=C(N1)NC(CC)=O (2-bromo-4-propionamidothiazole), C(C)(=O)[O-].[Na+] (sodium acetate), [H][H] (hydrogen). The reagents and catalysts are [Pd] (Pd/C). The solvent is CO (methanol). Yields the product C(CC)(=O)NC=1N=CSC1 (4-Propionamidothiazole). The yield is 71.5%. As a reaction SMILES: Br[C:2]1[S:3][CH:4]=[C:5]([NH:7][C:8](=[O:11])[CH2:9][CH3:10])[N:6]=1.C([O-])(=O)C.[Na+].[H][H]>CO.[Pd]>[C:8]([NH:7][C:5]1[N:6]=[CH:2][S:3][CH:4]=1)(=[O:11])[CH2:9][CH3:10] |f:1.2|. Reported procedure: A solution of 2-bromo-4-propionamidothiazole (4 g) and sodium acetate (1.4 g) in methanol (100 ml.) was hydrogenated at atmospheric pressure over 10% Pd/C catalyst (1.0 g) until the theoretical uptake of hydrogen and occurred. The catalyst was removed by filtration and washed with methanol and the extracts evaporated in vacuo. The residue was recrystallised twice from carbon tetrachloride to give the title compound (1.9 g) m.p. 129°-32° C. (Found: C, 46.3; H, 5.2; N, 17.7. C6H8N2OS requires C, 4...